From a dataset of the Open Reaction Database (ORD), a public repository of structured organic reaction records. describe an organic reaction: reactants, conditions, products, and yield The reactants are C1(=CC=CC=C1)CC#N (2-Phenylacetonitrile), C(C)O (ethanol), Cl (HCl). Conditions: time 6 hour. Product: Cl.C1(=CC=CC=C1)CC(OCC)=N (ethyl 2-phenylacetimidate hydrochloride). Isolated yield 99.0%. Reaction SMILES: [C:1]1([CH2:7][C:8]#[N:9])[CH:6]=[CH:5][CH:4]=[CH:3][CH:2]=1.[ClH:10].[CH2:11]([OH:13])[CH3:12]>>[ClH:10].[C:1]1([CH2:7][C:8](=[NH:9])[O:13][CH2:11][CH3:12])[CH:6]=[CH:5][CH:4]=[CH:3][CH:2]=1 |f:3.4|. Reported procedure: 2-Phenylacetonitrile was dissolved in anhydrous ethanol (2 mL) under an atmosphere of Ar. The solution was cooled to 0° C., saturated with HCl gas, stirred for 6 h, allowed to warm to RT, and stirred for 6 h. The solvent was removed in vacuo to afford ethyl 2-phenylacetimidate hydrochloride (1.7 g, 99%) as a white solid. 1H NMR (400 MHz, DMSO-d6): δ 7.36-7.35 (m, 5H), 4.39 (q, J=7.0 Hz, 2H), 3.99 (s, 2H), 1.26 (t, J=7.0 Hz, 3H).